The task is: describe an organic reaction: reactants, conditions, products, and yield. This data is from the Open Reaction Database (ORD), a public repository of structured organic reaction records. Starting materials: ClC1=CC(=C(C=C1)CC(=O)O)C(F)(F)F (2-(4-chloro-2-(trifluoromethyl)phenyl)acetic acid), ClC=1C=CC=C2C(CC3(CCNCC3)C12)CC(=O)OCC (ethyl 2-(7-chloro-2,3-dihydrospiro[indene-1,4′-piperidine]-3-yl)acetate). Yields the product ClC=1C=CC=C2C(CC3(CCN(CC3)C(CC3=C(C=C(C=C3)Cl)C(F)(F)F)=O)C12)CC(=O)O (2-(7-chloro-1′(2-(4-chloro-2-(trifluoromethyl)phenyl)acetyl)-2,3-dihydrospiro[indene-1,4′-piperidine]-3-yl)acetic acid). As a reaction SMILES: [Cl:1][C:2]1[CH:7]=[CH:6][C:5]([CH2:8][C:9]([OH:11])=O)=[C:4]([C:12]([F:15])([F:14])[F:13])[CH:3]=1.[Cl:16][C:17]1[CH:18]=[CH:19][CH:20]=[C:21]2[C:30]=1[C:24]1([CH2:29][CH2:28][NH:27][CH2:26][CH2:25]1)[CH2:23][CH:22]2[CH2:31][C:32]([O:34]CC)=[O:33]>>[Cl:16][C:17]1[CH:18]=[CH:19][CH:20]=[C:21]2[C:30]=1[C:24]1([CH2:25][CH2:26][N:27]([C:9](=[O:11])[CH2:8][C:5]3[CH:6]=[CH:7][C:2]([Cl:1])=[CH:3][C:4]=3[C:12]([F:15])([F:14])[F:13])[CH2:28][CH2:29]1)[CH2:23][CH:22]2[CH2:31][C:32]([OH:34])=[O:33]. Procedure: The title compound was prepared following a procedure analogous to that described in Example 1 using 2-(4-chloro-2-(trifluoromethyl)phenyl)acetic acid and ethyl 2-(7-chloro-2,3-dihydrospiro[indene-1,4′-piperidine]-3-yl)acetate. LC-MS Method 1 tR=2.00, min, m/z=500.